From a dataset of the Open Reaction Database (ORD), a public repository of structured organic reaction records. describe an organic reaction: reactants, conditions, products, and yield The reactants are P(=O)(O)(O)O.O=C(O)CN(C)C(N)=N (creatine phosphate), P(O)(=O)(OP(=O)(O)O)OC[C@@H]1[C@H]([C@H]([C@@H](O1)N1C=NC=2C(N)=NC=NC12)O)O (adenosine diphosphate), C(C)(=O)N[C@@H](CS)C(=O)O (N-acetylcystein), C(C)(=O)N[C@@H](CS)C(=O)O (N-acetylcysteine), P(O)(=O)(OP(=O)(O)O)OC[C@@H]1[C@H]([C@H]([C@@H](O1)N1C=NC=2C(N)=NC=NC12)O)O (ADP), ADP N-Ac Mg++. Conditions: temperature 37 celsius. Yields the product P(O)(=O)(OP(=O)(O)OP(=O)(O)O)OC[C@@H]1[C@H]([C@H]([C@@H](O1)N1C=NC=2C(N)=NC=NC12)O)O (ATP), O=C(O)CN(C)C(N)=N (creatine). RXN SMILES: [P:1](O)([OH:4])([OH:3])=[O:2].[O:6]=[C:7]([CH2:9][N:10]([C:12](=[NH:14])[NH2:13])[CH3:11])[OH:8].[P:15]([O:23][CH2:24][C@H:25]1[O:29][C@@H:28]([N:30]2[C:39]3[N:38]=[CH:37][N:36]=[C:34]([NH2:35])[C:33]=3[N:32]=[CH:31]2)[C@H:27]([OH:40])[C@@H:26]1[OH:41])([O:18][P:19]([OH:22])([OH:21])=[O:20])(=[O:17])[OH:16].C(N[C@H](C(O)=O)CS)(=O)C>>[P:15]([O:23][CH2:24][C@H:25]1[O:29][C@@H:28]([N:30]2[C:39]3[N:38]=[CH:37][N:36]=[C:34]([NH2:35])[C:33]=3[N:32]=[CH:31]2)[C@H:27]([OH:40])[C@@H:26]1[OH:41])([O:18][P:19]([O:21][P:1]([OH:4])([OH:3])=[O:2])([OH:22])=[O:20])(=[O:16])[OH:17].[O:6]=[C:7]([CH2:9][N:10]([C:12](=[NH:13])[NH2:14])[CH3:11])[OH:8] |f:0.1|. Procedure: With reference to the FIGURE there is described, schematically, a mechanical system for continuous analyses of a large number of serum samples. Such devises are well-known, e.g., the Technicon AAII by Technicon Corp., Tarrytown, N.Y. In the FIGURE, the serum sample is placed in sample tray 1 which delivers the sample through line 3 to unified pumping head 5 at a rate of 0.32 cc/min. Simultaneously a mixture of creatine phosphate, adenosine diphosphate, Mg++ and N-acetylcystein is monitored (0.60... Starting materials: FC(C1=NC2=C(N1C1=NC(=NC(=N1)N1CCOCC1)N(CCCN(C)C)C1CCNCC1)C=CC=C2OC)F (N1-[4-[2-(difluoromethyl)-4-methoxy-1H-benzimidazol-1-yl]-6-(4-morpholinyl)-1,3,5-triazin-2-yl]-N3,N3-dimethyl-N1-(4-piperidinyl)-1,3-propanediamine), CS(=O)(=O)Cl (methanesulfonyl chloride). Product: FC(C1=NC2=C(N1C1=NC(=NC(=N1)N1CCOCC1)N(CCCN(C)C)C1CCN(CC1)S(=O)(=O)C)C=CC=C2OC)F (N1-[4-[2-(difluoromethyl)-4-methoxy-1H-benzimidazol-1-yl]-6-(4-morpholinyl)-1,3,5-triazin-2-yl]-N3,N3-dimethyl-N1-[1-(methylsulfonyl)-4-piperidinyl]-1,3-propanediamine). The yield is 99.0%. RXN SMILES: [F:1][CH:2]([F:39])[C:3]1[N:7]([C:8]2[N:13]=[C:12]([N:14]3[CH2:19][CH2:18][O:17][CH2:16][CH2:15]3)[N:11]=[C:10]([N:20]([CH:27]3[CH2:32][CH2:31][NH:30][CH2:29][CH2:28]3)[CH2:21][CH2:22][CH2:23][N:24]([CH3:26])[CH3:25])[N:9]=2)[C:6]2[CH:33]=[CH:34][CH:35]=[C:36]([O:37][CH3:38])[C:5]=2[N:4]=1.[CH3:40][S:41](Cl)(=[O:43])=[O:42]>>[F:39][CH:2]([F:1])[C:3]1[N:7]([C:8]2[N:13]=[C:12]([N:14]3[CH2:15][CH2:16][O:17][CH2:18][CH2:19]3)[N:11]=[C:10]([N:20]([CH:27]3[CH2:32][CH2:31][N:30]([S:41]([CH3:40])(=[O:43])=[O:42])[CH2:29][CH2:28]3)[CH2:21][CH2:22][CH2:23][N:24]([CH3:25])[CH3:26])[N:9]=2)[C:6]2[CH:33]=[CH:34][CH:35]=[C:36]([O:37][CH3:38])[C:5]=2[N:4]=1. Reported procedure: Reaction of N1-[4-[2-(difluoromethyl)-4-methoxy-1H-benzimidazol-1-yl]-6-(4-morpholinyl)-1,3,5-triazin-2-yl]-N3,N3-dimethyl-N1-(4-piperidinyl)-1,3-propanediamine with methanesulfonyl chloride gave N1-[4-[2-(difluoromethyl)-4-methoxy-1H-benzimidazol-1-yl]-6-(4-morpholinyl)-1,3,5-triazin-2-yl]-N3,N3-dimethyl-N1-[1-(methylsulfonyl)-4-piperidinyl]-1,3-propanediamine in 99% yield.